This data is from the Open Reaction Database (ORD), a public repository of structured organic reaction records. The task is: describe an organic reaction: reactants, conditions, products, and yield Reactants: CC(C)c1ccnc(C(=O)O)c1, Nc1nnn[nH]1. The product is CC(C)c1ccnc(C(=O)Nc2nnn[nH]2)c1. Reaction SMILES: [CH:1]([CH3:2])([CH3:3])[c:4]1[cH:5][c:6]([C:10](=[O:11])[OH:12])[n:7][cH:8][cH:9]1.[NH2:13][c:14]1[n:15][n:16][n:17][nH:18]1>>[CH:1]([CH3:2])([CH3:3])[c:4]1[cH:5][c:6]([C:10](=[O:12])[NH:13][c:14]2[nH:15][n:16][n:17][n:18]2)[n:7][cH:8][cH:9]1. Reactants: [H-].[H-].[H-].[H-].[Li+].[Al+3] (LiAlH4), CC1=CC=CC(=N1)C#N (6-methyl-pyridine-2-carbonitrile). Solvent: C1CCOC1 (THF), C1CCOC1 (THF). Reaction conditions: temperature 0 celsius, time 5 minute. Yields the product CC1=CC=CC(=N1)CN (C-(6-Methyl-pyridin-2-yl)-methylamine). As a reaction SMILES: [H-].[H-].[H-].[H-].[Li+].[Al+3].[CH3:7][C:8]1[N:13]=[C:12]([C:14]#[N:15])[CH:11]=[CH:10][CH:9]=1>C1COCC1>[CH3:7][C:8]1[N:13]=[C:12]([CH2:14][NH2:15])[CH:11]=[CH:10][CH:9]=1 |f:0.1.2.3.4.5|. Procedure: To a cooled solution of 1.0 M LiAlH4 in THF (35.6 mL, 35.6 mmol) at 0° C. was added dropwise a solution of 6-methyl-pyridine-2-carbonitrile I-4h (2.0 g, 16.9 mmol) in THF (34 mL). The reaction mixture was stirred at 0° C. for 5 minutes after the addition was complete and then quenched with the addition of 1N NaOH (20 mL). The resulting reaction mixture was stirred for 1 h and filtered through celite washing well with ether. The filtrate was diluted with 1N NaOH (20 mL) and the organic layer sepa...